From a dataset of the Open Reaction Database (ORD), a public repository of structured organic reaction records. describe an organic reaction: reactants, conditions, products, and yield Reactants: [NH4+].[OH-] (NH4OH), Cl (HCl), FC1=C(C=CC=C1)[N+](=O)[O-] (2-fluoronitrobenzene), ClS(=O)(=O)O (chlorosulfonic acid). The solvent is CC(C)O (iPrOH). Conditions: temperature 95 celsius, time 0.5 hour. Yields the product FC1=C(C=C(C=C1)S(=O)(=O)N)[N+](=O)[O-] (4-Fluoro-3-nitro-benzenesulfonamide). RXN SMILES: [F:1][C:2]1[CH:7]=[CH:6][CH:5]=[CH:4][C:3]=1[N+:8]([O-:10])=[O:9].Cl[S:12]([OH:15])(=O)=[O:13].[NH4+:16].[OH-].Cl>CC(O)C>[F:1][C:2]1[CH:7]=[CH:6][C:5]([S:12]([NH2:16])(=[O:15])=[O:13])=[CH:4][C:3]=1[N+:8]([O-:10])=[O:9] |f:2.3|. Procedure: Following the procedure of J. Med. Chem. 2006, 49, 1173, a solution of commercially available 2-fluoronitrobenzene (10.00 g, 70.87 mmol) and chlorosulfonic acid (21 mL) were heated to reflux for 18 hours at 95° C. and then cooled to room temperature. The solution was then added dropwise over a 1 hour period to a solution of iPrOH (225 mL) and concentrated aqueous NH4OH (54 mL) at −35° C. and stirred for 0.5 hours. The solution was maintained at −35° C. while concentrated aqueous HCl was added un... Product: COc1ccc(C(=O)c2ccc(SCc3ccccc3)s2)cc1. RXN SMILES: [Br:11][c:12]1[s:13][c:14]([C:17]([c:18]2[cH:19][cH:20][c:21]([O:24][CH3:25])[cH:22][cH:23]2)=[O:26])[cH:15][cH:16]1.[CH2:1]([c:2]1[cH:3][cH:4][cH:5][cH:6][cH:7]1)[SH:8].[H-:9].[Na+:10].[O:28]=[CH:29][N:30]([CH3:31])[CH3:32].[OH2:27]>>[CH2:1]([c:2]1[cH:3][cH:4][cH:5][cH:6][cH:7]1)[S:8][c:12]1[s:13][c:14]([C:17]([c:18]2[cH:19][cH:20][c:21]([O:24][CH3:25])[cH:22][cH:23]2)=[O:26])[cH:15][cH:16]1. The reactants are COc1ccc(C(=O)c2ccc(Br)s2)cc1, SCc1ccccc1, [H-], [Na+], CN(C)C=O, O.